Dataset: the Open Reaction Database (ORD), a public repository of structured organic reaction records. Task: describe an organic reaction: reactants, conditions, products, and yield Reactants: C(C)(C)(C)OC(=O)NC(CC(=O)O)CC1=C(C=C(C(=C1)F)F)F (3-tert-butoxycarbonylamino-4-(2,4,5-trifluorophenyl)butyric acid), ( II ), C=1C(=C(C=C(C1F)F)F)C[C@H](CC(=O)N2CCN3C(=NN=C3C(F)(F)F)C2)N.O.OP(=O)(O)O (Sitagliptin Phosphate), CCN(C(C)C)C(C)C (Hunig's base), C(C)(C)OC(C)C (diisopropyl ether), Cl.FC(C1=NN=C2N1CCNC2)(F)F (3-(trifluoromethyl)-5,6,7,8-tetrahydro-[1,2,4]triazolo[4,3-a]pyrazine HCl), ClC=1C=C(C=CC1)B(O)O (3-chloro phenyl boronic acid). Solvent: C=1(C(=CC=CC1)C)C (xylene), O (water). Reaction conditions: time 5 minute. Product: C(C)(C)(C)OC(N[C@H](CC1=C(C=C(C(=C1)F)F)F)CC(N1CC=2N(CC1)C(=NN2)C(F)(F)F)=O)=O ((R)-tert-butyl4-oxo-4-(3-(trifluoromethyl)-5,6-dihydro-[1,2,4]-triazolo[4,3-a]pyrazin-7(8H)-yl)-1-(2,4,5-trifluorophenyl)butan-2-yl-carbamate). RXN SMILES: [C:1]([O:5][C:6]([NH:8][CH:9]([CH2:14][C:15]1[CH:20]=[C:19]([F:21])[C:18]([F:22])=[CH:17][C:16]=1[F:23])[CH2:10][C:11]([OH:13])=O)=[O:7])([CH3:4])([CH3:3])[CH3:2].C1C(C[C@@H](N)CC([N:38]2[CH2:50][C:42]3=[N:43][N:44]=[C:45]([C:46]([F:49])([F:48])[F:47])[N:41]3[CH2:40][CH2:39]2)=O)=C(F)C=C(F)C=1F.O.OP(O)(O)=O.CCN(C(C)C)C(C)C.Cl.FC(F)(F)C1N2CCNCC2=NN=1.ClC1C=C(B(O)O)C=CC=1.C(OC(C)C)(C)C>O.C1(C)C(C)=CC=CC=1>[C:1]([O:5][C:6](=[O:7])[NH:8][C@@H:9]([CH2:10][C:11](=[O:13])[N:38]1[CH2:39][CH2:40][N:41]2[C:45]([C:46]([F:49])([F:47])[F:48])=[N:44][N:43]=[C:42]2[CH2:50]1)[CH2:14][C:15]1[CH:20]=[C:19]([F:21])[C:18]([F:22])=[CH:17][C:16]=1[F:23])([CH3:2])([CH3:3])[CH3:4] |f:1.2.3,5.6|. Reported procedure: 5 g of 3-tert-butoxycarbonylamino-4-(2,4,5-trifluorophenyl)butyric acid of formula (II) was charged with 40 ml of xylene into a 500 ml 4 necked round bottom flask attached with dean stark apparatus followed by 5 ml of Hunig's base at room temperature. Then 5 g of 3-(trifluoromethyl)-5,6,7,8-tetrahydro-[1,2,4]triazolo[4,3-a]pyrazine HCl was charged and stirred for 5 minutes. 2.34 g of 3-chloro phenyl boronic acid was charged to the reaction mass. After 48 hours of stirring at reflux temperature, ... The reactants are CC(=O)C (acetone), O=C[C@H](O)[C@@H](O)[C@H](O)CO (D-xylose), cupric fluoride dihydrate, solution, Cl (hydrogen chloride), O1CCOCC1 (dioxane), C(O)([O-])=O.[Na+] (sodium hydrogencarbonate). Reaction conditions: temperature 60 celsius, time 7 hour. The product is CC1(OC[C@@H]2[C@H](O1)[C@@H]3[C@H](O2)OC(O3)(C)C)C (1,2:3,5-di-O-isopropylidene-α-D-xylofuranose). The yield is 83.7%. RXN SMILES: [CH3:1][C:2]([CH3:4])=[O:3].O=[CH:6][C@@H:7]([C@H:9]([C@@H:11]([CH2:13][OH:14])[OH:12])[OH:10])[OH:8].Cl.[C:16](=O)([O-])O.[Na+].O1[CH2:26][CH2:25]OCC1>>[CH3:1][C:2]1([CH3:4])[O:10][C@@H:9]2[C@H:11]3[O:12][C:25]([CH3:26])([CH3:16])[O:14][C@H:13]3[O:8][C@@H:7]2[CH2:6][O:3]1 |f:3.4|. Procedure details: To 200 ml of acetone were added 10.0 g of D-xylose, 138 mg of cupric fluoride dihydrate and 1 ml of a 2 mole/l solution of hydrogen chloride in dioxane, and the mixture was stirred for 7 hours under reflux on a warm-water bath at 60° C. The refluxing solvent was continuously dried with 20 g of molecular sieves 3A (produced by Wako Pure Chemical Ind., Ltd.) which was placed between the reaction vessel and the cooling tube. After the conclusion of the reaction, a small amount of aqueous sodium hyd...